This data is from the Open Reaction Database (ORD), a public repository of structured organic reaction records. The task is: describe an organic reaction: reactants, conditions, products, and yield Reactants: O=C1CCC(=O)N1Br, ClC(Cl)(Cl)Cl, Cc1ccc(N(C)S(C)(=O)=O)cc1, CC(C)(C#N)N=NC(C)(C)C#N. Yields the product CN(c1ccc(CBr)cc1)S(C)(=O)=O. Reaction SMILES: [Br:14][N:15]1[C:16](=[O:17])[CH2:18][CH2:19][C:20]1=[O:21].[C:34]([Cl:35])([Cl:36])([Cl:37])[Cl:38].[CH3:1][N:2]([S:3](=[O:4])(=[O:5])[CH3:6])[c:7]1[cH:8][cH:9][c:10]([CH3:13])[cH:11][cH:12]1.[N:22]([C:23]([CH3:24])([CH3:25])[C:26]#[N:27])=[N:28][C:29]([CH3:30])([CH3:31])[C:32]#[N:33]>>[CH3:1][N:2]([S:3](=[O:4])(=[O:5])[CH3:6])[c:7]1[cH:8][cH:9][c:10]([CH2:13][Br:14])[cH:11][cH:12]1. The reactants are COC(CCC(CCC(=O)OC)([N+](=O)[O-])CCC(=O)OC)=O (γ-carbomethoxyethyl-γ-nitropimelic acid dimethyl ester). Reagents/catalysts: [Pd] (Pd/C). Solvent: CO (methanol). Yields the product COC(CCC1(NC(CC1)=O)CCC(=O)O)=O (5-oxo-2,2-pyrrolidinedipropionic acid monomethyl ester). As a reaction SMILES: [CH3:1][O:2][C:3](=[O:22])[CH2:4][CH2:5][C:6]([CH2:16][CH2:17][C:18]([O:20]C)=[O:19])([N+:13]([O-])=O)[CH2:7][CH2:8][C:9](OC)=[O:10]>CO.[Pd]>[CH3:1][O:2][C:3](=[O:22])[CH2:4][CH2:5][C:6]1([CH2:16][CH2:17][C:18]([OH:20])=[O:19])[CH2:7][CH2:8][C:9](=[O:10])[NH:13]1. Reported procedure: A solution of 160 g of crude γ-carbomethoxyethyl-γ-nitropimelic acid dimethyl ester in 800 ml of methanol is hydrogenated at approximately 50 psi using 2 g of 20% Pd/C as catalyst. The resulting slurry is filtered to remove the catalyst and the filtrate is concentrated at reduced pressure to yield crude 5-oxo-2,2-pyrrolidinedipropanoic acid methyl ester and 5-oxo-2,2-pyrrolidinedipropionic acid monomethyl ester. The crude esters are dissolved in 100 ml of methanol and 100 ml of water and are tre... Reactants: BrC=1C=2N(C=CC1)N=C(N2)Cl (8-bromo-2-chloro[1,2,4]triazolo[1,5-a]pyridine), COC1=C(C=CC(=C1)C(F)(F)F)B(O)O (2-methoxy-4-trifluoromethylbenzeneboronic acid). Yields the product ClC1=NN2C(C=CC=C2C2=C(C=C(C=C2)C(F)(F)F)OC)=N1 (2-Chloro-5-(2-methoxy-4-trifluoromethyl-phenyl)-[1,2,4]triazolo[1,5-a]pyridine), foam. The yield is 70.0%. Reaction SMILES: Br[C:2]1[C:3]2[N:4]([N:8]=[C:9]([Cl:11])[N:10]=2)[CH:5]=[CH:6][CH:7]=1.[CH3:12][O:13][C:14]1[CH:19]=[C:18]([C:20]([F:23])([F:22])[F:21])[CH:17]=[CH:16][C:15]=1B(O)O>>[Cl:11][C:9]1[N:10]=[C:3]2[CH:2]=[CH:7][CH:6]=[C:5]([C:15]3[CH:16]=[CH:17][C:18]([C:20]([F:23])([F:22])[F:21])=[CH:19][C:14]=3[O:13][CH3:12])[N:4]2[N:8]=1. Reported procedure: 2-Chloro-5-(2-methoxy-4-trifluoromethyl-phenyl)-[1,2,4]triazolo[1,5-a]pyridine was prepared from 8-bromo-2-chloro[1,2,4]triazolo[1,5-a]pyridine (0.5 g, 2.15m mol) and 2-methoxy-4-trifluoromethylbenzeneboronic acid (0.71 g, 3.23 mmol), in a manner analogous to Example 2c. Product was isolated as a foam (0.5 g, 70%). 1H NMR (400 MHz, CDCl3, δ, ppm): 7.73 (m, 1H), 7.67 (d, J=7.3 Hz, 1H), 7.61 (d, J=8.1 Hz, 1H), 7.40 (d, J=8.1 Hz, 1H), 7.303 (s, 1H), 7.10 (d, J=7.3 Hz, 1H), 3.87 (s, 3H). MS=328 (MH)... The reactants are CC#N, O=C(O)c1cn(-c2ccc(F)cc2)c2c(F)c(F)c(F)cc2c1=O, CC(C)(C)OC(=O)NC1CCNC1. The product is CC(C)(C)OC(=O)NC1CCN(c2c(F)cc3c(=O)c(C(=O)O)cn(-c4ccc(F)cc4)c3c2F)C1. As a reaction SMILES: [CH3:38][C:39]#[N:40].[F:1][c:2]1[cH:3][c:4]2[c:5](=[O:24])[c:6]([C:21](=[O:22])[OH:23])[cH:7][n:8](-[c:14]3[cH:15][cH:16][c:17]([F:20])[cH:18][cH:19]3)[c:9]2[c:10]([F:13])[c:11]1[F:12].[NH:25]1[CH2:26][CH:27]([NH:30][C:31]([O:32][C:33]([CH3:34])([CH3:35])[CH3:36])=[O:37])[CH2:28][CH2:29]1>>[F:1][c:2]1[cH:3][c:4]2[c:5](=[O:24])[c:6]([C:21](=[O:22])[OH:23])[cH:7][n:8](-[c:14]3[cH:15][cH:16][c:17]([F:20])[cH:18][cH:19]3)[c:9]2[c:10]([F:13])[c:11]1[N:25]1[CH2:26][CH:27]([NH:30][C:31]([O:32][C:33]([CH3:34])([CH3:35])[CH3:36])=[O:37])[CH2:28][CH2:29]1. Starting materials: C(CC)(=O)OOC1=C(C=C(C=C1)O)F (2-fluoro-4-hydroxyphenoxy propanoate), C([O-])([O-])=O.[K+].[K+] (potassium carbonate), CS(=O)C (dimethyl sulfoxide), FC=1C=C(C=CC1F)[N+](=O)[O-] (3,4-difluoronitrobenzene), resultant mixture, C(C)OCC (diethyl ether). Conditions: temperature 50 celsius, time 19 hour. Yields the product FC1=C(OC(C(=O)OC)C)C=CC(=C1)OC1=C(C=C(C=C1)[N+](=O)[O-])F (Methyl 2-(2-fluoro-4-(2-fluoro-4-nitrophenoxy)phenoxy)propanoate). RXN SMILES: C(O[O:6][C:7]1[CH:12]=[CH:11][C:10]([OH:13])=[CH:9][C:8]=1[F:14])(=O)CC.[C:15](=[O:18])([O-])[O-:16].[K+].[K+].[CH3:21]S(C)=O.[F:25][C:26]1[CH:27]=[C:28]([N+:33]([O-:35])=[O:34])[CH:29]=[CH:30][C:31]=1F.[CH2:36](OCC)[CH3:37]>>[F:14][C:8]1[CH:9]=[C:10]([O:13][C:31]2[CH:30]=[CH:29][C:28]([N+:33]([O-:35])=[O:34])=[CH:27][C:26]=2[F:25])[CH:11]=[CH:12][C:7]=1[O:6][CH:36]([CH3:37])[C:15]([O:16][CH3:21])=[O:18] |f:1.2.3|. Reported procedure: To a stirred mixture of methyl 2-(2-fluoro-4-hydroxyphenoxy propanoate (4.0 g, 0.019 mole), potassium carbonate (2.9 g, 0.021 mole) and dimethyl sulfoxide (25 ml), was added 3,4-difluoronitrobenzene (3.0 g, 0.019 mole), all at once. The temperature was raised to 50° C., and held there for 19 hours. After this time, the resultant mixture was cooled to room temperature, then diethyl ether (50 ml) was added. This was filtered, and the filtrate was diluted with additional diethyl ether (150 ml). The...